From a dataset of the Open Reaction Database (ORD), a public repository of structured organic reaction records. describe an organic reaction: reactants, conditions, products, and yield Reactants: C(#N)C=1C=C(C=CC1S(=O)(=O)CC)NC(CCCC1=CC=C(C=C1)B(O)O)=O (4-(4-(3-cyano-4-(ethylsulfonyl)phenylamino)-4-oxobutyl)phenylboronic acid), BrC1=CC=C(C=C1)CCCN(C(=O)NC1=CC(=CC=C1)C#N)C (1-(3-(4-bromophenyl)propyl)-3-(3-cyanophenyl)-1-methylurea), 5,5′,5′-tetramethyl-[2,2′]bi[[1,3,2]dioxaborinanyl]. Yields the product C(#N)C=1C=C(C=CC1)NC(N(C)CCCC1=CC=C(C=C1)B(O)O)=O (4-(3-(3-(3-cyanophenyl)-1-methylureido)propyl)phenylboronic acid). Isolated yield 91.0%. Reaction SMILES: C(C1C=C(NC(=O)[CH2:16][CH2:17][CH2:18][C:19]2[CH:24]=[CH:23][C:22]([B:25]([OH:27])[OH:26])=[CH:21][CH:20]=2)C=CC=1S(CC)(=O)=O)#N.BrC1C=CC(CC[CH2:38][N:39](C)[C:40]([NH:42][C:43]2[CH:48]=[CH:47][CH:46]=[C:45]([C:49]#[N:50])[CH:44]=2)=[O:41])=CC=1>>[C:49]([C:45]1[CH:44]=[C:43]([NH:42][C:40](=[O:41])[N:39]([CH2:16][CH2:17][CH2:18][C:19]2[CH:20]=[CH:21][C:22]([B:25]([OH:26])[OH:27])=[CH:23][CH:24]=2)[CH3:38])[CH:48]=[CH:47][CH:46]=1)#[N:50]. Reported procedure: Using a procedure analogous to that used to prepare 6D, 22C (210 mg, 0.54 mmol) was reacted with 5,5′,5′-tetramethyl-[2,2′]bi[[1,3,2]dioxaborinanyl] to give 22D (146 mg, 91%) as a clear oil. MS (ESI) m/z 338.3 (M+H)+. Starting materials: C(C(=O)C1=CC=CC=C1)Br (phenacyl bromide), C(C1=CN=CC=C1)(=O)N (nicotinamide). Solvent: CC(=O)C (acetone), alcohol. The product is [Br-].C(N)(=O)C=1C=[N+](C=CC1)CC(=O)C1=CC=CC=C1 (3-carbamoyl-1-phenacylpyridinium bromide). RXN SMILES: [CH2:1]([Br:10])[C:2]([C:4]1[CH:9]=[CH:8][CH:7]=[CH:6][CH:5]=1)=[O:3].[C:11]([NH2:19])(=[O:18])[C:12]1[CH:17]=[CH:16][CH:15]=[N:14][CH:13]=1>CC(C)=O>[Br-:10].[C:11]([C:12]1[CH:13]=[N+:14]([CH2:1][C:2]([C:4]2[CH:9]=[CH:8][CH:7]=[CH:6][CH:5]=2)=[O:3])[CH:15]=[CH:16][CH:17]=1)(=[O:18])[NH2:19] |f:3.4|. Procedure: 17.5 g of phenacyl bromide was dissolved in 16 ml of acetone combined with a hot solution prepared by dissolving 10.73 g of nicotinamide in 24 ml of alcohol, and heated for 5 minutes on a steam bath. After cooling, crystals thus formed were collected by filtration and washed with alcohol and benzene to obtain 15.5 g of slightly yellow crystals (3-carbamoyl-1-phenacylpyridinium bromide). RXN SMILES: [C:16]1(=[O:26])[C:17]2=[C:18]([C:19](=[O:20])[O:21]1)[CH2:22][CH2:23][CH2:24][CH2:25]2.[CH3:28][C:29](=[O:30])[OH:31].[F:1][c:2]1[c:3]([NH2:4])[cH:5][c:6]([O:10][CH:11]2[CH2:12][CH2:13][CH2:14][CH2:15]2)[c:7]([Cl:9])[cH:8]1.[OH2:27]>>[F:1][c:2]1[c:3]([N:4]2[C:16](=[O:21])[C:17]3=[C:18]([C:19]2=[O:20])[CH2:22][CH2:23][CH2:24][CH2:25]3)[cH:5][c:6]([O:10][CH:11]2[CH2:12][CH2:13][CH2:14][CH2:15]2)[c:7]([Cl:9])[cH:8]1. Reactants: O=C1OC(=O)C2=C1CCCC2, CC(=O)O, Nc1cc(OC2CCCC2)c(Cl)cc1F, O. Product: O=C1C2=C(CCCC2)C(=O)N1c1cc(OC2CCCC2)c(Cl)cc1F. Starting materials: C=CC#N, C1CCOC1, [Na+], [OH-], NNc1cc2ccccc2[nH]1. Yields the product N#CCCN(N)c1cc2ccccc2[nH]1. Reaction SMILES: [CH2:12]=[CH:13][C:14]#[N:15].[CH2:18]1[O:19][CH2:20][CH2:21][CH2:22]1.[Na+:17].[OH-:16].[nH:1]1[c:2]([NH:10][NH2:11])[cH:3][c:4]2[cH:5][cH:6][cH:7][cH:8][c:9]12>>[nH:1]1[c:2]([N:10]([NH2:11])[CH2:12][CH2:13][C:14]#[N:15])[cH:3][c:4]2[cH:5][cH:6][cH:7][cH:8][c:9]12. The reactants are 27.5, ClC1=CC(=C(C=C1)C(C)=O)OC (1-(4-chloro-2-methoxyphenyl)ethanone), C(CCC)O (butanol), BrBr (bromine), CC1=CC=C(C=C1)S(=O)(=O)O (4-methylbenzenesulfonic acid). The solvent is C1=CC=CC=C1 (benzene), C(CO)O (1,2-ethanediol), O (water). Conditions: time 1 hour. Yields the product 27.6, ClC1=CC(=C(C=C1)C1OCCO1)OC (4-chloro-2-methoxyphenyl-1,3-dioxolane). Reaction SMILES: [Cl:1][C:2]1[CH:7]=[CH:6][C:5]([C:8](=[O:10])C)=[C:4]([O:11][CH3:12])[CH:3]=1.[CH2:13]([OH:17])[CH2:14]CC.BrBr.CC1C=CC(S(O)(=O)=O)=CC=1>O.C1C=CC=CC=1.C(O)CO>[Cl:1][C:2]1[CH:7]=[CH:6][C:5]([CH:8]2[O:10][CH2:14][CH2:13][O:17]2)=[C:4]([O:11][CH3:12])[CH:3]=1. Procedure: To a stirred solution of 27.5 parts of 1-(4-chloro-2-methoxyphenyl)ethanone in 160 parts of butanol are added dropwise 24 parts of bromine. After stirring for 1 hour at room temperature, there are added successively 9.3 parts of 1,2-ethanediol, 3 parts of 4-methylbenzenesulfonic acid and 450 parts of benzene. Stirring is continued overnight at reflux temperature with water-separator. The reaction mixture is evaporated and the residue is taken up in benzene. The mixture is washed with a diluted s... The reactants are Cc1ccc(Oc2ccc(N)cc2C)cn1, CN1CCCC1=O, CCOC(C)=O, O=[N+]([O-])c1c(Cl)ncnc1Cl. The product is Cl, Cc1ccc(Oc2ccc(Nc3ncnc(Cl)c3[N+](=O)[O-])cc2C)cn1. RXN SMILES: [CH3:12][c:13]1[cH:14][c:15]([NH2:16])[cH:17][cH:18][c:19]1[O:20][c:21]1[cH:22][n:23][c:24]([CH3:27])[cH:25][cH:26]1.[CH3:28][N:29]1[CH2:30][CH2:31][CH2:32][C:33]1=[O:34].[CH3:35][CH2:36][O:37][C:38](=[O:39])[CH3:40].[Cl:1][c:2]1[n:3][cH:4][n:5][c:6]([Cl:11])[c:7]1[N+:8](=[O:9])[O-:10]>>[ClH:1].[c:2]1([NH:16][c:15]2[cH:14][c:13]([CH3:12])[c:19]([O:20][c:21]3[cH:22][n:23][c:24]([CH3:27])[cH:25][cH:26]3)[cH:18][cH:17]2)[n:3][cH:4][n:5][c:6]([Cl:11])[c:7]1[N+:8](=[O:9])[O-:10]. The reactants are NC1=NC=C(C=C1)C(F)(F)F (2-amino-5-trifluoromethylpyridine), BrCC(=O)C1=CC=C(C=C1)C (1-bromo-2-(4-methylphenyl)-2-ethanone). Solvent: C(CC)O (n-propanol). The product is CC1=CC=C(C=C1)C=1N=C2N(C=C(C=C2)C(F)(F)F)C1 (2-(4-Methylphenyl)-6-trifluoromethylimidazo[1,2-a]-pyridine). The yield is 70.2%. RXN SMILES: [NH2:1][C:2]1[CH:7]=[CH:6][C:5]([C:8]([F:11])([F:10])[F:9])=[CH:4][N:3]=1.Br[CH2:13][C:14]([C:16]1[CH:21]=[CH:20][C:19]([CH3:22])=[CH:18][CH:17]=1)=O>C(O)CC>[CH3:22][C:19]1[CH:20]=[CH:21][C:16]([C:14]2[N:1]=[C:2]3[CH:7]=[CH:6][C:5]([C:8]([F:9])([F:11])[F:10])=[CH:4][N:3]3[CH:13]=2)=[CH:17][CH:18]=1. Reported procedure: 10 g (0.0616 mole) of 2-amino-5-trifluoromethylpyridine and 17.5 g (0.0616 mole) of 1-bromo-2-(4-methylphenyl)-2-ethanone are mixed in 200 ml of n-propanol and the solution is heated to reflux. At the end of the reaction, the reaction mixture is concentrated under reduced pressure and the evaporation residue taken up with water and treated with an excess of ammonia solution until the pH is basic. The imidazopyridine is extracted with dichloromethane and purified by chromatography. 11.95 g (56%) ... Reactants: ClC=1N=NC(=CC1)C1=C(C=C(C=C1)O)O (3-Chloro-6-(2,4-dihydroxyphenyl)pyridazine), C(CC=C)Br (but-3-enyl bromide). Product: C(CC=C)OC1=CC(=C(C=C1)C1=CC=C(N=N1)Cl)O (6-(4-but-3-enyloxy-2-hydroxyphenyl)-3-chloropyridazine). Reaction SMILES: [Cl:1][C:2]1[N:3]=[N:4][C:5]([C:8]2[CH:13]=[CH:12][C:11]([OH:14])=[CH:10][C:9]=2[OH:15])=[CH:6][CH:7]=1.[CH2:16](Br)[CH2:17][CH:18]=[CH2:19]>>[CH2:19]([O:14][C:11]1[CH:12]=[CH:13][C:8]([C:5]2[N:4]=[N:3][C:2]([Cl:1])=[CH:7][CH:6]=2)=[C:9]([OH:15])[CH:10]=1)[CH2:18][CH:17]=[CH2:16]. Reported procedure: 3-Chloro-6-(2,4-dihydroxyphenyl)pyridazine was reacted with but-3-enyl bromide under similar conditions to those described in Example 7a(i) to give 6-(4-but-3-enyloxy-2-hydroxyphenyl)-3-chloropyridazine.